From a dataset of the Open Reaction Database (ORD), a public repository of structured organic reaction records. describe an organic reaction: reactants, conditions, products, and yield Solvent: O (water). Procedure details: 400 g of methylene bromide and 50 g of tetrabutylammonium bromide are taken under reflux in a stirred apparatus and a solution of 400 ml of water, 130 g of sodium hydroxide and 200 g of 3-methylpyrocatechol are added dropwise in the course of 5 hours. At the end of the addition, the mixture is subsequently stirred for a further 2 hours, cooled and extracted with methylene chloride. The organic phase is dried and distilled on a column. After first runnings of unreacted methylene bromide, 175 g of... Yields the product C(Br)Br (methylene bromide), CC1=CC=CC=2OCOC21 (4-methyl-1,3-benzodioxole). Starting materials: [OH-].[Na+] (sodium hydroxide), CC1=C(C(O)=CC=C1)O (3-methylpyrocatechol), C(Br)Br (methylene bromide). Isolated yield 111.7%. Reagents/catalysts: [Br-].C(CCC)[N+](CCCC)(CCCC)CCCC (tetrabutylammonium bromide). Conditions: time 2 hour. Reaction SMILES: [CH2:1]([Br:3])[Br:2].[OH-].[Na+].[CH3:6][C:7]1[CH:13]=[CH:12][CH:11]=[C:9]([OH:10])[C:8]=1[OH:14]>[Br-].C([N+](CCCC)(CCCC)CCCC)CCC.O>[CH2:1]([Br:3])[Br:2].[CH3:6][C:7]1[C:8]2[O:14][CH2:1][O:10][C:9]=2[CH:11]=[CH:12][CH:13]=1 |f:1.2,4.5|. Reactants: BrC=1C=CC=2OC(=NC2C1)C. The reagents and catalysts are O1B(OC(C)(C)C1(C)C)B2OC(C)(C)C(O2)(C)C, N=1C=CC(=CC1C=2N=CC=C(C2)C(C)(C)C)C(C)(C)C, C[OH2+].C[OH2+].C1CC=CCCC=C1.C1CC=CCCC=C1.[Ir].[Ir]. Solvent: O1CCCC1. Reaction conditions: temperature 25 celsius, time 22 hour. Product: BrC1=CC=2N=C(OC2C(=C1)B3OC(C)(C)C(O3)(C)C)C. Isolated yield 85.0%.